From a dataset of the Open Reaction Database (ORD), a public repository of structured organic reaction records. describe an organic reaction: reactants, conditions, products, and yield Reactants: Cl, O=C(O)Cc1cc(F)cc(F)c1, CC(N)C(=O)C1(N)C(=O)N(c2ccccc2)c2ccccc2N(c2ccccc2)C1=O. The product is CC(NC(=O)Cc1cc(F)cc(F)c1)C(=O)C1(N)C(=O)N(c2ccccc2)c2ccccc2N(c2ccccc2)C1=O. RXN SMILES: [ClH:13].[F:1][c:2]1[cH:3][c:4]([CH2:9][C:10](=[O:11])[OH:12])[cH:5][c:6]([F:8])[cH:7]1.[NH2:14][CH:15]([CH3:16])[C:17](=[O:18])[C:19]1([NH2:44])[C:20](=[O:43])[N:21]([c:37]2[cH:38][cH:39][cH:40][cH:41][cH:42]2)[c:22]2[c:23]([cH:33][cH:34][cH:35][cH:36]2)[N:24]([c:27]2[cH:28][cH:29][cH:30][cH:31][cH:32]2)[C:25]1=[O:26]>>[F:1][c:2]1[cH:3][c:4]([CH2:9][C:10](=[O:12])[NH:14][CH:15]([CH3:16])[C:17](=[O:18])[C:19]2([NH2:44])[C:20](=[O:43])[N:21]([c:37]3[cH:38][cH:39][cH:40][cH:41][cH:42]3)[c:22]3[c:23]([cH:33][cH:34][cH:35][cH:36]3)[N:24]([c:27]3[cH:28][cH:29][cH:30][cH:31][cH:32]3)[C:25]2=[O:26])[cH:5][c:6]([F:8])[cH:7]1. Reactants: C(C)OC(CC=1C=C(C(=CC1)OC)C1=C(C=C(C=C1)C=1C=C2C=CC=NC2=CC1)CNCC)=O ((2′-ethylaminomethyl-6-methoxy-4′-quinolin-6-yl-biphenyl-3-yl)-acetic acid ethyl ester), C1(CC1)C(=O)Cl (cyclopropanecarbonyl chloride). Yields the product C(C)OC(CC=1C=C(C(=CC1)OC)C1=C(C=C(C=C1)C=1C=C2C=CC=NC2=CC1)CN(CC)C(=O)C1CC1)=O ({2′-[(Cyclopropanecarbonyl-ethyl-amino)-methyl]-6-methoxy-4′-quinolin-6-yl-biphenyl-3-yl}-acetic acid ethyl ester). As a reaction SMILES: [CH2:1]([O:3][C:4](=[O:34])[CH2:5][C:6]1[CH:7]=[C:8]([C:14]2[CH:19]=[CH:18][C:17]([C:20]3[CH:21]=[C:22]4[C:27](=[CH:28][CH:29]=3)[N:26]=[CH:25][CH:24]=[CH:23]4)=[CH:16][C:15]=2[CH2:30][NH:31][CH2:32][CH3:33])[C:9]([O:12][CH3:13])=[CH:10][CH:11]=1)[CH3:2].[CH:35]1([C:38](Cl)=[O:39])[CH2:37][CH2:36]1>>[CH2:1]([O:3][C:4](=[O:34])[CH2:5][C:6]1[CH:7]=[C:8]([C:14]2[CH:19]=[CH:18][C:17]([C:20]3[CH:21]=[C:22]4[C:27](=[CH:28][CH:29]=3)[N:26]=[CH:25][CH:24]=[CH:23]4)=[CH:16][C:15]=2[CH2:30][N:31]([C:38]([CH:35]2[CH2:37][CH2:36]2)=[O:39])[CH2:32][CH3:33])[C:9]([O:12][CH3:13])=[CH:10][CH:11]=1)[CH3:2]. Procedure details: Prepared according to the procedure described in Example 1, Step 6, using the following starting materials: (2′-ethylaminomethyl-6-methoxy-4′-quinolin-6-yl-biphenyl-3-yl)-acetic acid ethyl ester and cyclopropanecarbonyl chloride. Reactants: potassium tert. butylate, COS(=O)(=O)[O-].CN(C1=[N+](CCC1)C)C (2-dimethylamino-1-methyl-1-pyrrolinium methylsulfate), [N+](=O)([O-])C1=CC=C(C=C1)C (4-nitrotoluene), O (water). Solvent: C(C)(C)(C)O (tert. butanol), CN(C=O)C (dimethylformamide), CN(C=O)C (dimethylformamide). The product is CN1C(CCC1)=CC1=CC=C(C=C1)[N+](=O)[O-] (1-methyl-2-(4-nitrobenzylidene)pyrrolidine). Yield: 22.8%. As a reaction SMILES: COS([O-])(=O)=O.CN(C)[C:9]1[CH2:13][CH2:12][CH2:11][N+:10]=1[CH3:14].[N+:16]([C:19]1[CH:24]=[CH:23][C:22]([CH3:25])=[CH:21][CH:20]=1)([O-:18])=[O:17].O>C(O)(C)(C)C.CN(C)C=O>[CH3:14][N:10]1[CH2:11][CH2:12][CH2:13][C:9]1=[CH:25][C:22]1[CH:23]=[CH:24][C:19]([N+:16]([O-:18])=[O:17])=[CH:20][CH:21]=1 |f:0.1|. Reported procedure: Add a solution of 2.35 g of potassium tert. butylate in 15 ml of tert. butanol and 10 ml of dimethylformamide dropwise at 130° to a mixture of 5.0 g of 2-dimethylamino-1-methyl-1-pyrrolinium methylsulfate and 2.2 g of 4-nitrotoluene in 15 ml of dimethylformamide. Stir the thus-prepared reaction mixture at this temperature for 2 hours. Allow the mixture to cool, add water to it and then extract it several times with chloroform. Combine and then concentrate the chloroform extracts. Distil off a sl... The reactants are C(C)OC([C@H](CC1=CC=C(C=C1)OCCBr)OC)=O ((2S)-3-[4-(2-bromo-ethoxy)-phenyl]-2-methoxy-propionic acid ethyl ester), FC1=C(C=CC=C1)C1=CC=C(C=C1)O (2′-fluoro-biphenyl-4-ol), CO[C@H](C(=O)O)CC1=CC=C(C=C1)OCCCOC1=CC=CC=C1 ((2S)-2-methoxy-3-[4-(3-phenoxy-propoxy)-phenyl]-propionic acid). Yields the product FC1=C(C=CC=C1)C1=CC=C(C=C1)OCCOC1=CC=C(C=C1)C[C@@H](C(=O)O)OC ((2S)-3-{4-[2-(2′-fluoro-biphenyl-4-yloxy)-ethoxy]-phenyl}-2-methoxy-propionic acid). Reaction SMILES: C([O:3][C:4](=[O:19])[C@@H:5]([O:17][CH3:18])[CH2:6][C:7]1[CH:12]=[CH:11][C:10]([O:13][CH2:14][CH2:15]Br)=[CH:9][CH:8]=1)C.[F:20][C:21]1[CH:26]=[CH:25][CH:24]=[CH:23][C:22]=1[C:27]1[CH:32]=[CH:31][C:30]([OH:33])=[CH:29][CH:28]=1.CO[C@@H](CC1C=CC(OCCCOC2C=CC=CC=2)=CC=1)C(O)=O>>[F:20][C:21]1[CH:26]=[CH:25][CH:24]=[CH:23][C:22]=1[C:27]1[CH:28]=[CH:29][C:30]([O:33][CH2:15][CH2:14][O:13][C:10]2[CH:9]=[CH:8][C:7]([CH2:6][C@H:5]([O:17][CH3:18])[C:4]([OH:3])=[O:19])=[CH:12][CH:11]=2)=[CH:31][CH:32]=1. Procedure: The title compound was prepared from (2S)-3-[4-(2-bromo-ethoxy)-phenyl]-2-methoxy-propionic acid ethyl ester (Example 283, Step 2) and 2′-fluoro-biphenyl-4-ol via the same procedure used for the preparation of (2S)-2-methoxy-3-[4-(3-phenoxy-propoxy)-phenyl]-propionic acid (Example 285, Step 1), to produce a white solid. Starting materials: CC(=O)OC(C)=O, O=C(NCCCO)C1=C(C(=O)Nc2ccc(Cl)cc2F)CCCC1, c1ccncc1. Yields the product CC(=O)OCCCNC(=O)C1=C(C(=O)Nc2ccc(Cl)cc2F)CCCC1. RXN SMILES: [CH3:25][C:26](=[O:27])[O:28][C:29](=[O:30])[CH3:31].[OH:1][CH2:2][CH2:3][CH2:4][NH:5][C:6]([C:7]1=[C:8]([C:9](=[O:10])[NH:11][c:12]2[c:13]([F:19])[cH:14][c:15]([Cl:18])[cH:16][cH:17]2)[CH2:20][CH2:21][CH2:22][CH2:23]1)=[O:24].[cH:32]1[cH:33][cH:34][n:35][cH:36][cH:37]1>>[O:1]([CH2:2][CH2:3][CH2:4][NH:5][C:6]([C:7]1=[C:8]([C:9](=[O:10])[NH:11][c:12]2[c:13]([F:19])[cH:14][c:15]([Cl:18])[cH:16][cH:17]2)[CH2:20][CH2:21][CH2:22][CH2:23]1)=[O:24])[C:26]([CH3:25])=[O:27]. Solvent: CO (methanol). Reaction SMILES: [C:1]([N:4]1[C:8]2=[N:9][C:10]3[N:11]([CH3:27])[C:12](=[O:26])[N:13]([CH2:17][CH2:18][CH2:19][CH2:20][C@H:21]([N:23]=[N+]=[N-])[CH3:22])[C:14](=[O:16])[C:15]=3[N:7]2[CH2:6][CH2:5]1)(=[O:3])[CH3:2].C(O)C.[H][H]>[Pd].CO>[C:1]([N:4]1[C:8]2=[N:9][C:10]3[N:11]([CH3:27])[C:12](=[O:26])[N:13]([CH2:17][CH2:18][CH2:19][CH2:20][C@H:21]([NH2:23])[CH3:22])[C:14](=[O:16])[C:15]=3[N:7]2[CH2:6][CH2:5]1)(=[O:3])[CH3:2]. Reported procedure: A mixture of (R)-8-acetyl-3-(5-azidohexyl)-7,8-dihydro-1-methyl-1H-imidazo[2,1-f]-purine-2,4(3H,6H)-dione (200 mg, 0.534 mmol) and 10% palladium on carbon (50% water, 150 mg) in a solution of ethanol (50 ml) and methanol (10 ml) was treated with hydrogen gas (50 psi) on a Parr sharker at room temperature for 18 hours. After filtering through a pad of celite, the filtrate was concentrated under reduced pressure to provide (R)-8-acetyl-3-(5-aminohexyl)-7,8-dihydro-1-methyl-1H-imidazo[2,1-f]-purine... Reactants: [H][H] (hydrogen), C(C)(=O)N1CCN2C1=NC=1N(C(N(C(C21)=O)CCCC[C@@H](C)N=[N+]=[N-])=O)C ((R)-8-acetyl-3-(5-azidohexyl)-7,8-dihydro-1-methyl-1H-imidazo[2,1-f]-purine-2,4(3H,6H)-dione), C(C)O (ethanol). The reagents and catalysts are [Pd] (palladium on carbon). The product is C(C)(=O)N1CCN2C1=NC=1N(C(N(C(C21)=O)CCCC[C@@H](C)N)=O)C ((R)-8-acetyl-3-(5-aminohexyl)-7,8-dihydro-1-methyl-1H-imidazo[2,1-f]-purine-2,4(3H,6H)-dione).